This data is from the Open Reaction Database (ORD), a public repository of structured organic reaction records. The task is: describe an organic reaction: reactants, conditions, products, and yield The reactants are CC(C)(C)OC(=O)N1CCC(CN)C1, Clc1ccc2nc(Cl)oc2c1, ClCCl. Product: CC(C)(C)OC(=O)N1CCC(CNc2nc3ccc(Cl)cc3o2)C1. As a reaction SMILES: [C:1]([CH3:2])([CH3:3])([CH3:4])[O:5][C:6](=[O:7])[N:8]1[CH2:9][CH:10]([CH2:13][NH2:14])[CH2:11][CH2:12]1.[Cl:15][c:16]1[o:17][c:18]2[c:19]([n:20]1)[cH:21][cH:22][c:23]([Cl:25])[cH:24]2.[Cl:26][CH2:27][Cl:28]>>[C:1]([CH3:2])([CH3:3])([CH3:4])[O:5][C:6](=[O:7])[N:8]1[CH2:9][CH:10]([CH2:13][NH:14][c:16]2[o:17][c:18]3[c:19]([n:20]2)[cH:21][cH:22][c:23]([Cl:25])[cH:24]3)[CH2:11][CH2:12]1. The reactants are O=C([O-])[O-], C1COCCO1, CCOC(C)=O, [Cs+], [Cs+], Cc1cscc1-c1ccccc1C(O)C(F)(F)F, Nc1nc(Cl)cc(Cl)n1. The product is Cc1cscc1-c1ccccc1C(Oc1cc(Cl)nc(N)n1)C(F)(F)F. RXN SMILES: [C:28](=[O:29])([O-:30])[O-:31].[CH2:34]1[O:35][CH2:36][CH2:37][O:38][CH2:39]1.[CH3:40][CH2:41][O:42][C:43](=[O:44])[CH3:45].[Cs+:32].[Cs+:33].[F:1][C:2]([CH:3]([OH:4])[c:5]1[c:6](-[c:11]2[cH:12][s:13][cH:14][c:15]2[CH3:16])[cH:7][cH:8][cH:9][cH:10]1)([F:17])[F:18].[NH2:19][c:20]1[n:21][c:22]([Cl:27])[cH:23][c:24]([Cl:26])[n:25]1>>[F:1][C:2]([CH:3]([O:4][c:24]1[cH:23][c:22]([Cl:27])[n:21][c:20]([NH2:19])[n:25]1)[c:5]1[c:6](-[c:11]2[cH:12][s:13][cH:14][c:15]2[CH3:16])[cH:7][cH:8][cH:9][cH:10]1)([F:17])[F:18]. The reactants are ice water, ClC=1C=CC(=C(C(=O)NC2COC3=CC(=C(C=C3C2)S(N)(=O)=O)C)C1)OC (3-(5-chloro-2-methoxybenzamido)-6-sulfamoyl-7-methylchroman), C([O-])([O-])=O.[K+].[K+] (potassium carbonate), CN=C=S (methyl isothiocyanate), C (charcoal). Run in CS(=O)C (DMSO). Run at temperature 80 celsius, time 25 minute. The product is ClC=1C=CC(=C(C(=O)NC2COC3=CC(=C(C=C3C2)S(=O)(=O)NC(=S)NC)C)C1)OC (3-(5-Chloro-2-methoxybenzamido)-6-(methylaminothiocarbonylaminosulfonyl)-7-methylchroman). RXN SMILES: [Cl:1][C:2]1[CH:3]=[CH:4][C:5]([O:26][CH3:27])=[C:6]([CH:25]=1)[C:7]([NH:9][CH:10]1[CH2:19][C:18]2[C:13](=[CH:14][C:15]([CH3:24])=[C:16]([S:20](=[O:23])(=[O:22])[NH2:21])[CH:17]=2)[O:12][CH2:11]1)=[O:8].C(=O)([O-])[O-].[K+].[K+].[CH3:34][N:35]=[C:36]=[S:37].C>CS(C)=O>[Cl:1][C:2]1[CH:3]=[CH:4][C:5]([O:26][CH3:27])=[C:6]([CH:25]=1)[C:7]([NH:9][CH:10]1[CH2:19][C:18]2[C:13](=[CH:14][C:15]([CH3:24])=[C:16]([S:20]([NH:21][C:36]([NH:35][CH3:34])=[S:37])(=[O:22])=[O:23])[CH:17]=2)[O:12][CH2:11]1)=[O:8] |f:1.2.3|. Procedure: 1.64 g (4 mmol) of 3-(5-chloro-2-methoxybenzamido)-6-sulfamoyl-7-methylchroman were dissolved in 10 ml of dry DMSO, and 1.65 g (12 mmol) of finely powdered potassium carbonate and 0.35 g (4.8 mmol) of methyl isothiocyanate were added. After the mixture had been stirred at 80° C. for 25 minutes, it was cooled, introduced into ice-water, clarified with charcoal and acidified to pH 1. The precipitate was filtered off with suction, dried, purified over a silica gel column using ethyl acetate/toluene... Reactants: COC(=O)C1=NC(=C(C(=C1NC1=C(C=CC=C1)F)F)Cl)Cl (5,6-dichloro-4-fluoro-3-(2-fluorophenylamino)-pyridine-2-carboxylic acid methyl ester), [Si](C)(C)(C)C#C (TMS-acetylene), N(C(C)C)C(C)C (i-Pr2NH). Reagents/catalysts: Cl[Pd]([P](C1=CC=CC=C1)(C2=CC=CC=C2)C3=CC=CC=C3)([P](C4=CC=CC=C4)(C5=CC=CC=C5)C6=CC=CC=C6)Cl (Pd(PPh3)2Cl2), [Cu]I (CuI). Run in C1CCOC1 (THF). Conditions: time 16 hour. The product is COC(=O)C1=NC(=C(C(=C1NC1=C(C=CC=C1)F)F)Cl)C#C[Si](C)(C)C (5-chloro-4-fluoro-3-(2-fluorophenylamino)-6-trimethylsilanylethynyl-pyridine-2-carboxylic acid methyl ester). RXN SMILES: [CH3:1][O:2][C:3]([C:5]1[C:10]([NH:11][C:12]2[CH:17]=[CH:16][CH:15]=[CH:14][C:13]=2[F:18])=[C:9]([F:19])[C:8]([Cl:20])=[C:7](Cl)[N:6]=1)=[O:4].[Si:22]([C:26]#[CH:27])([CH3:25])([CH3:24])[CH3:23].N(C(C)C)C(C)C>C1COCC1.Cl[Pd](Cl)([P](C1C=CC=CC=1)(C1C=CC=CC=1)C1C=CC=CC=1)[P](C1C=CC=CC=1)(C1C=CC=CC=1)C1C=CC=CC=1.[Cu]I>[CH3:1][O:2][C:3]([C:5]1[C:10]([NH:11][C:12]2[CH:17]=[CH:16][CH:15]=[CH:14][C:13]=2[F:18])=[C:9]([F:19])[C:8]([Cl:20])=[C:7]([C:27]#[C:26][Si:22]([CH3:25])([CH3:24])[CH3:23])[N:6]=1)=[O:4] |^1:42,61|. Procedure: A mixture of 5,6-dichloro-4-fluoro-3-(2-fluorophenylamino)-pyridine-2-carboxylic acid methyl ester (1.00 equivalent), TMS-acetylene (1.20 equivalents), Pd(PPh3)2Cl2 (0.10 equivalents), CuI (0.10 equivalents), and i-Pr2NH (2.00 equivalents) in THF is stirred for 16 hours at room temperature. THF is evaporated in vacuo. The reaction mixture is diluted with EtOAc and washed with saturated aqueous NH4Cl and brine. The organic layer is dried over MgSO4, filtered, and concentrated to give the crude ma... Solvent: O1CCCC1 (tetrahydrofuran), C(C)(=O)O (acetic acid). As a reaction SMILES: [NH2:1][CH2:2][CH2:3][NH:4][C:5]1[N:13]=[C:12]([Cl:14])[N:11]=[C:10]2[C:6]=1[N:7]=[CH:8][N:9]2[CH:15]1[CH2:19][CH2:18][CH2:17][CH2:16]1.[C:20]([C:22]1[CH:29]=[CH:28][C:25]([CH:26]=O)=[CH:24][CH:23]=1)#[N:21].CO.[BH3-]C#N.[Na+]>O1CCCC1.C(O)(=O)C>[Cl:14][C:12]1[N:11]=[C:10]2[C:6]([N:7]=[CH:8][N:9]2[CH:15]2[CH2:19][CH2:18][CH2:17][CH2:16]2)=[C:5]([NH:4][CH2:3][CH2:2][NH:1][CH2:26][C:25]2[CH:28]=[CH:29][C:22]([C:20]#[N:21])=[CH:23][CH:24]=2)[N:13]=1 |f:3.4|. Yields the product ClC1=NC(=C2N=CN(C2=N1)C1CCCC1)NCCNCC1=CC=C(C=C1)C#N (2-chloro-N-[2-[[(4-cyanophenyl)-methyl]-amino]-ethyl]-9-cyclopentyl-9H-purin-6-amine). The yield is 87.9%. Reaction conditions: time 5 hour. Procedure: The operation is carried out as in Stage 2 of Example 7 starting from 280 mg of the product obtained in Stage 1 of Example 7, 184 mg of 4-cyano-benzaldehyde in place of the benzaldehyde, 4 ml of methanol and 0.2 ml of acetic acid and 0.5 ml of tetrahydrofuran then the reaction medium is agitated at ambient temperature for approximately 5 hours. then 100 mg of NaBH3CN is added and agitation is carried out at ambient temperature for 1 hour. 10 ml AcOET is added, followed by washing with 2×5 ml H2O... Reactants: NCCNC1=C2N=CN(C2=NC(=N1)Cl)C1CCCC1 (N-(2-aminoethyl)-2-chloro-9-cyclopentyl-9H-purin-6-amine), [BH3-]C#N.[Na+] (NaBH3CN), C(#N)C1=CC=C(C=O)C=C1 (4-cyano-benzaldehyde), CO (methanol). Reactants: CCCCO, CCOC(C)=O, CCN(C(C)C)C(C)C, Clc1cc(Cl)nc(Cl)c1, CC(N)c1ccc(F)cc1. Product: CC(Nc1cc(Cl)cc(Cl)n1)c1ccc(F)cc1. As a reaction SMILES: [CH2:29]([OH:30])[CH2:31][CH2:32][CH3:33].[CH3:34][CH2:35][O:36][C:37](=[O:38])[CH3:39].[CH:20]([N:21]([CH2:22][CH3:23])[CH:24]([CH3:25])[CH3:26])([CH3:27])[CH3:28].[Cl:1][c:2]1[n:3][c:4]([Cl:9])[cH:5][c:6]([Cl:8])[cH:7]1.[F:10][c:11]1[cH:12][cH:13][c:14]([CH:17]([CH3:18])[NH2:19])[cH:15][cH:16]1>>[c:2]1([NH:19][CH:17]([c:14]2[cH:13][cH:12][c:11]([F:10])[cH:16][cH:15]2)[CH3:18])[n:3][c:4]([Cl:9])[cH:5][c:6]([Cl:8])[cH:7]1. The reactants are COC1=C(C=O)C=CC(=C1OC)OC (2,3,4-Trimethoxybenzaldehyde), FC1=CC=C(C=C1)C(C1=CC=C(C=C1)F)N1CCNCC1 (bis(4-fluorophenyl)methylpiperazine), Cl (hydrochloric acid), C(=O)O (formic acid). The solvent is C(C)O (ethanol). Product: Cl.Cl.COC1=C(CN2CCN(CC2)C(C2=CC=C(C=C2)F)C2=CC=C(C=C2)F)C=CC(=C1OC)OC (1-(2,3,4-trimethoxybenzyl)-4-[bis(4-fluorophenyl)methyl]piperazine dihydrochloride). Isolated yield 47.7%. RXN SMILES: [CH3:1][O:2][C:3]1[C:10]([O:11][CH3:12])=[C:9]([O:13][CH3:14])[CH:8]=[CH:7][C:4]=1[CH:5]=O.[F:15][C:16]1[CH:21]=[CH:20][C:19]([CH:22]([N:30]2[CH2:35][CH2:34][NH:33][CH2:32][CH2:31]2)[C:23]2[CH:28]=[CH:27][C:26]([F:29])=[CH:25][CH:24]=2)=[CH:18][CH:17]=1.C(O)=O.[ClH:39]>C(O)C>[ClH:39].[ClH:39].[CH3:1][O:2][C:3]1[C:10]([O:11][CH3:12])=[C:9]([O:13][CH3:14])[CH:8]=[CH:7][C:4]=1[CH2:5][N:33]1[CH2:32][CH2:31][N:30]([CH:22]([C:23]2[CH:28]=[CH:27][C:26]([F:29])=[CH:25][CH:24]=2)[C:19]2[CH:18]=[CH:17][C:16]([F:15])=[CH:21][CH:20]=2)[CH2:35][CH2:34]1 |f:5.6.7|. Procedure details: 2,3,4-Trimethoxybenzaldehyde (42.1 g; 215 millimoles) and 61.9 g (215 millimoles) of bis(4-fluorophenyl)methylpiperazine were melted in an oil bath at 100° C., and 10 ml (265 millimoles) of formic acid was added dropwise. The mixture was stirred under heat for 30 minutes, and allowed to cool to room temperature. A mixture of 40 ml of conc. hydrochloric acid and 400 ml of ethanol was added, and the mixture was concentrated under reduced pressure. Ether was added, and the precipitated crystals wer... Reported procedure: The title compound was prepared in analogy to Example 19, from 2-(1-benzyl-5,6-difluoro-1H-benzoimidazol-2-yl)-5-chloro-phenol (Example 48, intermediate a) and bromomethyl-cyclopropane (CAS Reg. No. 7051-34-5). Colorless powder (70%). MS (Turbo Spray): m/z=425.3 (M+H). Starting materials: C(C1=CC=CC=C1)N1C(=NC2=C1C=C(C(=C2)F)F)C2=C(C=C(C=C2)Cl)O (2-(1-benzyl-5,6-difluoro-1H-benzoimidazol-2-yl)-5-chloro-phenol), BrCC1CC1 (bromomethyl-cyclopropane), powder. Yields the product C(C1=CC=CC=C1)N1C(=NC2=C1C=C(C(=C2)F)F)C2=C(C=C(C=C2)Cl)OCC2CC2 (1-Benzyl-2-(4-chloro-2-cyclopropylmethoxy-phenyl)-5,6-difluoro-1H-benzoimidazole). RXN SMILES: [CH2:1]([N:8]1[C:12]2[CH:13]=[C:14]([F:18])[C:15]([F:17])=[CH:16][C:11]=2[N:10]=[C:9]1[C:19]1[CH:24]=[CH:23][C:22]([Cl:25])=[CH:21][C:20]=1[OH:26])[C:2]1[CH:7]=[CH:6][CH:5]=[CH:4][CH:3]=1.Br[CH2:28][CH:29]1[CH2:31][CH2:30]1>>[CH2:1]([N:8]1[C:12]2[CH:13]=[C:14]([F:18])[C:15]([F:17])=[CH:16][C:11]=2[N:10]=[C:9]1[C:19]1[CH:24]=[CH:23][C:22]([Cl:25])=[CH:21][C:20]=1[O:26][CH2:28][CH:29]1[CH2:31][CH2:30]1)[C:2]1[CH:7]=[CH:6][CH:5]=[CH:4][CH:3]=1.